Dataset: the Open Reaction Database (ORD), a public repository of structured organic reaction records. Task: describe an organic reaction: reactants, conditions, products, and yield Reactants: CC1C(NC(N1)=S)=O (5-methyl-2-thiohydantoin), CI (methyl iodide). Solvent: C(C)O (ethanol). Yields the product I.CSC=1NC(C(N1)=O)C (2-methylthio-5-methyl-2-imidazolin-4-one hydroiodide). Procedure details: A solution of 5-methyl-2-thiohydantoin (15 g.) and methyl iodide (16.3 g.) in dry ethanol (130 ml.) was heated under reflux for 11/2 hours, and then allowed to stand at 0° overnight. The crystalline product was filtered and washed with ether to give 2-methylthio-5-methyl-2-imidazolin-4-one hydroiodide (17.8 g.), m.p. 170°-173°. As a reaction SMILES: [CH3:1][CH:2]1[NH:6][C:5](=[S:7])[NH:4][C:3]1=[O:8].[CH3:9][I:10]>C(O)C>[IH:10].[CH3:9][S:7][C:5]1[NH:6][CH:2]([CH3:1])[C:3](=[O:8])[N:4]=1 |f:3.4|. The yield is 57.0%. Reaction conditions: time 8 hour. The reactants are CC(C)(C)[O-], Cc1cnc([N+](=O)[O-])n1C, CCO, O=Cc1ccccc1. Yields the product Cn1c(C=Cc2ccccc2)cnc1[N+](=O)[O-]. Reaction SMILES: [CH3:19][C:20]([CH3:21])([O-:22])[CH3:23].[CH3:1][n:2]1[c:3]([N+:8](=[O:9])[O-:10])[n:4][cH:5][c:6]1[CH3:7].[CH3:24][CH2:25][OH:26].[CH:11](=[O:12])[c:13]1[cH:14][cH:15][cH:16][cH:17][cH:18]1>>[CH3:1][n:2]1[c:3]([N+:8](=[O:9])[O-:10])[n:4][cH:5][c:6]1[CH:7]=[CH:11][c:13]1[cH:14][cH:15][cH:16][cH:17][cH:18]1. Starting materials: COC(CNC1=CC=C(C=C1)F)OC (N-(2,2-dimethoxyethyl)-4-fluoroaniline), FC1=CC=C(CNCC(OC)OC)C=C1 (N-(4-fluorobenzyl)-2,2-dimethoxyethanamine), NC=1SC(=C(N1)C)C(=O)NCC=1C=NC=CC1 (2-amino-4-methyl-N-(pyridin-3-ylmethyl)thiazole-5-carboxamide). Product: COC(CN(C(NC=1SC(=C(N1)C)C(=O)NCC=1C=NC=CC1)=O)CC1=CC=C(C=C1)F)OC (2-(3-(2,2-dimethoxyethyl)-3-(4-fluorobenzyl)ureido)-4-methyl-N-(pyridin-3-ylmethyl)thiazole-5-carboxamide). The yield is 69.0%. Reaction SMILES: [CH3:1][O:2]C(OC)CNC1C=CC(F)=CC=1.[F:15][C:16]1[CH:29]=[CH:28][C:19]([CH2:20][NH:21][CH2:22][CH:23]([O:26][CH3:27])[O:24][CH3:25])=[CH:18][CH:17]=1.[NH2:30][C:31]1[S:32][C:33]([C:37]([NH:39][CH2:40][C:41]2[CH:42]=[N:43][CH:44]=[CH:45][CH:46]=2)=[O:38])=[C:34]([CH3:36])[N:35]=1>>[CH3:27][O:26][CH:23]([O:24][CH3:25])[CH2:22][N:21]([CH2:20][C:19]1[CH:18]=[CH:17][C:16]([F:15])=[CH:29][CH:28]=1)[C:1](=[O:2])[NH:30][C:31]1[S:32][C:33]([C:37]([NH:39][CH2:40][C:41]2[CH:42]=[N:43][CH:44]=[CH:45][CH:46]=2)=[O:38])=[C:34]([CH3:36])[N:35]=1. Procedure: Following the procedure as described in step B of Preparation 2, making variations as required to replace N-(2,2-dimethoxyethyl)-4-fluoroaniline with N-(4-fluorobenzyl)-2,2-dimethoxyethanamine to react with 2-amino-4-methyl-N-(pyridin-3-ylmethyl)thiazole-5-carboxamide, 2-(3-(2,2-dimethoxyethyl)-3-(4-fluorobenzyl)ureido)-4-methyl-N-(pyridin-3-ylmethyl)thiazole-5-carboxamide was obtained in 69% yield: MS (ES+) m/z 488.4 (M+1). As a reaction SMILES: [C:1]1(=O)[CH2:6][CH2:5][CH2:4][CH2:3][C:2]1=O.Cl.[NH2:10][C@H:11]([C:19]([NH2:21])=[O:20])[CH2:12][C:13]1[CH:18]=[CH:17][CH:16]=[CH:15][CH:14]=1.[OH-].[Na+].Cl.C(=O)(O)[O-].[Na+]>CO>[OH:20][C:19]1[C:11]([CH2:12][C:13]2[CH:18]=[CH:17][CH:16]=[CH:15][CH:14]=2)=[N:10][C:1]2[CH2:6][CH2:5][CH2:4][CH2:3][C:2]=2[N:21]=1 |f:1.2,3.4,6.7|. Starting materials: C1(C(CCCC1)=O)=O (cyclohexane-1,2-dione), Cl.N[C@@H](CC1=CC=CC=C1)C(=O)N (phenylalanineamide hydrochloride), Cl (hydrochloric acid), C([O-])(O)=O.[Na+] (sodium bicarbonate), [OH-].[Na+] (NaOH). Run at time 30 minute. Yields the product OC1=NC=2CCCCC2N=C1CC1=CC=CC=C1 (2-hydroxy-3-benzyl-5,6,7,8-tetrahydroquinoxaline). The solvent is CO (methanol), CO (methanol). Isolated yield 82.1%. Procedure details: A methanol (30 ml) solution of cyclohexane-1,2-dione (13.44 g, 0.12M) was added to phenylalanineamide hydrochloride (20.05 g, 0.1M) dissolved in methanol (200 ml) with cooling below -30° C., and aqueous 12.5N-NaOH (20 ml) was added dropwise thereto. The reaction mixture was stirred at below -30° C. for 30 minutes and was further stirred at room temperature for 3 hours. Conc. hydrochloric acid (25 ml) was added to the reaction mixture, and sodium bicarbonate (15 g) was added after 10 minutes stir... Reactants: O[C@H]1C(N(CC1)CC#C)=O ((R)-3-hydroxy-1-(2-propynyl)-2-pyrrolidinone), C(C)(=O)OC(C)=O (acetic anhydride), N1=CC=CC=C1 (pyridine). Reagents/catalysts: CN(C1=CC=NC=C1)C (4-(dimethylamino)pyridine). Run in C(Cl)Cl (methylene chloride). Product: C(C)(=O)O[C@H]1C(N(CC1)CC#C)=O ((R)-3-(Acetoxy)-1-(2-propynyl)-2-pyrrolidinone). RXN SMILES: [OH:1][C@@H:2]1[CH2:6][CH2:5][N:4]([CH2:7][C:8]#[CH:9])[C:3]1=[O:10].[C:11](OC(=O)C)(=[O:13])[CH3:12].N1C=CC=CC=1>CN(C)C1C=CN=CC=1.C(Cl)Cl>[C:11]([O:1][C@@H:2]1[CH2:6][CH2:5][N:4]([CH2:7][C:8]#[CH:9])[C:3]1=[O:10])(=[O:13])[CH3:12]. Procedure details: The title compound is prepared by the procedure of Example 52 using 19.6 g of (R)-3-hydroxy-1-(2-propynyl)-2-pyrrolidinone, 26.6 ml of acetic anhydride, 17 ml of pyridine, 0.6 g of 4-(dimethylamino)pyridine and 200 ml of methylene chloride to give 23.4 g of the desired product as a pale yellow oil. Reactants: C(C=C)ON(C(C(=O)NC(C)(C)C)(C)C)C(C)(C)C (N-allyloxy-tert-butyl-(dimethyl-tert-butylaminocarbonyl-methyl)-amine), C(C)(C)(C)N(O)C(C(=O)NC(C)(C)C)(C)C (tert-butyl-(dimethyl-tert-butylaminocarbonyl-methyl)-hydroxylamine), BrCC=CC=C (1-brom-2,4-pentadien). Product: C(C=CC=C)ON(C(C(=O)NC(C)(C)C)(C)C)C(C)(C)C (N-(2.4-pentadienyloxy)-tert-butyl-(dimethyl-tert-butylaminocarbonyl-methyl)-amine). The yield is 80.0%. Reaction SMILES: [CH2:1]([O:4][N:5]([C:16]([CH3:19])([CH3:18])[CH3:17])[C:6]([CH3:15])([CH3:14])[C:7]([NH:9][C:10]([CH3:13])([CH3:12])[CH3:11])=[O:8])[CH:2]=[CH2:3].[C:20](N(C(C)(C)C(NC(C)(C)C)=O)O)(C)(C)[CH3:21].BrCC=CC=C>>[CH2:1]([O:4][N:5]([C:16]([CH3:19])([CH3:18])[CH3:17])[C:6]([CH3:15])([CH3:14])[C:7]([NH:9][C:10]([CH3:13])([CH3:12])[CH3:11])=[O:8])[CH:2]=[CH:3][CH:20]=[CH2:21]. Procedure: The compound is prepared in analogy to compound 204 from tert-butyl-(dimethyl-tert-butylaminocarbonyl-methyl)-hydroxylamine and 1-brom-2,4-pentadien in 80% yield as colorless oil.